Dataset: the Open Reaction Database (ORD), a public repository of structured organic reaction records. Task: describe an organic reaction: reactants, conditions, products, and yield Starting materials: C(C1=CC=CC=C1)OC1=C(N(C(=CC1=O)CNS(=O)(=O)C1=CC=C(C=C1)Cl)C)C(=O)O (3-Benzyloxy-6-[(4-chloro-benzenesulfonylamino)-methyl]-1-methyl-4-oxo-1,4-dihydro-pyridine-2-carboxylic acid), CNC(=O)C=1N(C(=CC(C1OCC1=CC=CC=C1)=O)C(N)S(=O)(=O)C1=CC=CC=C1)C (6-(benzene sulfonyl amino-methyl)-3-benzyloxy-1-methyl-4-oxo-1,4-dihydro-pyridine-2-carboxylic acid methyl amide). The product is CNC(=O)C=1N(C(=CC(C1OCC1=CC=CC=C1)=O)CNS(=O)(=O)C1=CC=C(C=C1)Cl)C (3-Benzyloxy-6-[(4-chloro-benzenesulfonylamino)-methyl]-1-methyl-4-oxo-1,4-dihydro-pyridine-2-carboxylic acid methylamide). The yield is 66.0%. Reaction SMILES: [CH2:1]([O:8][C:9]1[C:14](=[O:15])[CH:13]=[C:12]([CH2:16][NH:17][S:18]([C:21]2[CH:26]=[CH:25][C:24]([Cl:27])=[CH:23][CH:22]=2)(=[O:20])=[O:19])[N:11]([CH3:28])[C:10]=1[C:29]([OH:31])=O)[C:2]1[CH:7]=[CH:6][CH:5]=[CH:4][CH:3]=1.[CH3:32][NH:33]C(C1N(C)C(C(S(C2C=CC=CC=2)(=O)=O)N)=CC(=O)C=1OCC1C=CC=CC=1)=O>>[CH3:32][NH:33][C:29]([C:10]1[N:11]([CH3:28])[C:12]([CH2:16][NH:17][S:18]([C:21]2[CH:26]=[CH:25][C:24]([Cl:27])=[CH:23][CH:22]=2)(=[O:20])=[O:19])=[CH:13][C:14](=[O:15])[C:9]=1[O:8][CH2:1][C:2]1[CH:7]=[CH:6][CH:5]=[CH:4][CH:3]=1)=[O:31]. Procedure details: 3-Benzyloxy-6-[(4-chloro-benzenesulfonylamino)-methyl]-1-methyl-4-oxo-1,4-dihydro-pyridine-2-carboxylic acid methylamide (15-07) (340.0 mg, 66.01%) was synthesized as a light yellow solid from 3-benzyloxy-6-[(4-chloro-benzenesulfonylamino)-methyl]-1-methyl-4-oxo-1,4-dihydro-pyridine-2-carboxylic acid (13-07) (500.0 mg, 1.08 mmol) following the procedure described for 6-(benzenesulfonylamino-methyl)-3-benzyoxy-1-methyl-4-oxo-1,4-dihydro-pyridine-2-carboxylic acid methylamide (15-01). Reactants: O=C([O-])C=CC(=O)[O-], OC1(Cc2ccccc2)CCC(N2CCN(Cc3ccccc3)CC2)CC1. The product is C1=C(Cc2ccccc2)CCC(N2CCN(Cc3ccccc3)CC2)C1. Reaction SMILES: [C:28]([O-:29])(=[O:30])[CH:31]=[CH:32][C:33]([O-:34])=[O:35].[c:1]1([CH2:7][C:8]2([OH:27])[CH2:9][CH2:10][CH:11]([N:14]3[CH2:15][CH2:16][N:17]([CH2:20][c:21]4[cH:22][cH:23][cH:24][cH:25][cH:26]4)[CH2:18][CH2:19]3)[CH2:12][CH2:13]2)[cH:2][cH:3][cH:4][cH:5][cH:6]1>>[c:1]1([CH2:7][C:8]2=[CH:9][CH2:10][CH:11]([N:14]3[CH2:15][CH2:16][N:17]([CH2:20][c:21]4[cH:22][cH:23][cH:24][cH:25][cH:26]4)[CH2:18][CH2:19]3)[CH2:12][CH2:13]2)[cH:2][cH:3][cH:4][cH:5][cH:6]1. The reactants are ClCCl (dichloromethane), methyl 5-bromo-1-(4-methoxy-benzyl)-1H-indazole-7-carboxylate ester, BrC1=CC2=CN(N=C2C(=C1)C(=O)OC)CC1=CC=C(C=C1)OC (methyl 5-bromo-2-(4-methoxy-benzyl)-2H-indazole-7-carboxylate), C([O-])([O-])=O.[Cs+].[Cs+] (cesium carbonate), C1(=CC=CC=C1)S(=O)(=O)N1C=C(C=2C1=CN=C(C2)N=CN(C)C)Br (N′-(1-benzenesulfonyl-3-bromo-1H-pyrrolo[2,3-c]pyridin-5-yl)-N,N-dimethyl-formamidine), [OH-].[Na+] (sodium hydroxide), C(C)(C)[SiH](C(C)C)C(C)C (triisopropylsilane). The reagents and catalysts are C1=CC=C(C=C1)P([C-]2C=CC=C2)C3=CC=CC=C3.C1=CC=C(C=C1)P([C-]2C=CC=C2)C3=CC=CC=C3.Cl[Pd]Cl.[Fe+2] ([1,1′-Bis(diphenylphosphino)-ferrocene)dichloropalladium(II)). Solvent: COCCOC (1,2-dimethoxyethane), O (water). Conditions: temperature 90 celsius. Yields the product NC=1C=C2C(=CN1)NC=C2C=2C=C1C=NNC1=C(C2)C(=O)O (5-(5-amino-1H-pyrrolo[2,3-c]pyridin-3-yl)-1H-indazole-7-carboxylic acid). The yield is 93.8%. As a reaction SMILES: ClCCl.Br[C:5]1[CH:13]=[C:12]([C:14]([O:16]C)=[O:15])[C:11]2[C:7](=[CH:8][N:9](CC3C=CC(OC)=CC=3)[N:10]=2)[CH:6]=1.C(=O)([O-])[O-].[Cs+].[Cs+].C1(S([N:42]2[C:46]3=[CH:47][N:48]=[C:49]([N:51]=CN(C)C)[CH:50]=[C:45]3[C:44](Br)=[CH:43]2)(=O)=O)C=CC=CC=1.C([SiH](C(C)C)C(C)C)(C)C.[OH-].[Na+]>COCCOC.O.C1C=CC(P(C2C=CC=CC=2)[C-]2C=CC=C2)=CC=1.C1C=CC(P(C2C=CC=CC=2)[C-]2C=CC=C2)=CC=1.Cl[Pd]Cl.[Fe+2]>[NH2:51][C:49]1[CH:50]=[C:45]2[C:44]([C:5]3[CH:6]=[C:7]4[C:11](=[C:12]([C:14]([OH:16])=[O:15])[CH:13]=3)[NH:10][N:9]=[CH:8]4)=[CH:43][NH:42][C:46]2=[CH:47][N:48]=1 |f:2.3.4,7.8,11.12.13.14|. Reported procedure: [1,1′-Bis(diphenylphosphino)-ferrocene)dichloropalladium(II) 1:1 complex with dichloromethane (408 mg, 0.50 mmol) was added to a mixture of methyl 5-bromo-1-(4-methoxy-benzyl)-1H-indazole-7-carboxylate ester and methyl 5-bromo-2-(4-methoxy-benzyl)-2H-indazole-7-carboxylate (Preparations #11 and 12, 1:1, 3.99 g, 9.45 mmol), cesium carbonate (9.75 g, 30.0 mmol) and N′-(1-benzenesulfonyl-3-bromo-1H-pyrrolo[2,3-c]pyridin-5-yl)-N,N-dimethyl-formamidine (Preparation #10, 3.85 g, 9.45 mmol) in 1,2-dime... The reactants are C(C)OC(CN(C(C(=O)C1=CC(=CC=C1)OCCCCCCCCCCCCCCCCCC)=O)CC(=O)OCC)=O (N-(2-ethoxy-2-oxoethyl)-N-[2-[3-(octadecyloxy)phenyl]-1,2-dioxoethyl]glycine ethyl ester), [OH-].[Na+] (NaOH). Solvent: CO (methanol). Product: C(=O)(O)CN(CC(=O)O)C(C(=O)C1=CC(=CC=C1)OCCCCCCCCCCCCCCCCCC)=O (N-(carboxymethyl)-N-[2-[3-(octadecyloxy)phenyl]-1,2-dioxoethyl]glycine). Isolated yield 92.0%. RXN SMILES: C([O:3][C:4](=[O:42])[CH2:5][N:6]([CH2:36][C:37]([O:39]CC)=[O:38])[C:7](=[O:35])[C:8]([C:10]1[CH:15]=[CH:14][CH:13]=[C:12]([O:16][CH2:17][CH2:18][CH2:19][CH2:20][CH2:21][CH2:22][CH2:23][CH2:24][CH2:25][CH2:26][CH2:27][CH2:28][CH2:29][CH2:30][CH2:31][CH2:32][CH2:33][CH3:34])[CH:11]=1)=[O:9])C.[OH-].[Na+]>CO>[C:4]([CH2:5][N:6]([C:7](=[O:35])[C:8]([C:10]1[CH:15]=[CH:14][CH:13]=[C:12]([O:16][CH2:17][CH2:18][CH2:19][CH2:20][CH2:21][CH2:22][CH2:23][CH2:24][CH2:25][CH2:26][CH2:27][CH2:28][CH2:29][CH2:30][CH2:31][CH2:32][CH2:33][CH3:34])[CH:11]=1)=[O:9])[CH2:36][C:37]([OH:39])=[O:38])([OH:42])=[O:3] |f:1.2|. Reported procedure: A solution of 1.3 g (2.2 mmol) of N-(2-ethoxy-2-oxoethyl)-N-[2-[3-(octadecyloxy)phenyl]-1,2-dioxoethyl]glycine ethyl ester and 1.8 ml (11 mmol) of 6N NaOH in 100 ml of methanol was stirred at reflux under argon for 3 hours. The solvent was removed at reduced pressure, the residue was acidified and the product was extracted with ethyl acetate. The dried extract was concentrated at reduced pressure to a solid which was recrystallized from acetone-hexane to give 1.08 g (91% yield, mp 126°-128°) of ... As a reaction SMILES: [C:1]([NH:4][CH2:5][C:6]([N:8]1[C:14]2[CH:15]=[CH:16][C:17]([C:19]3[CH:24]=[CH:23][C:22]([O:25][CH2:26][CH2:27][O:28][CH2:29][CH2:30][CH2:31][CH3:32])=[CH:21][CH:20]=3)=[CH:18][C:13]=2[CH:12]=[C:11]([C:33]([NH:35][C:36]2[CH:41]=[CH:40][C:39]([CH2:42][N:43]([CH3:50])[CH:44]3[CH2:49][CH2:48][O:47][CH2:46][CH2:45]3)=[CH:38][CH:37]=2)=[O:34])[CH2:10][CH2:9]1)=O)(=[O:3])[CH3:2]>P(Cl)(Cl)(Cl)=O>[CH2:29]([O:28][CH2:27][CH2:26][O:25][C:22]1[CH:23]=[CH:24][C:19]([C:17]2[CH:16]=[CH:15][C:14]3[N:8]([C:6]4[O:3][C:1]([CH3:2])=[N:4][CH:5]=4)[CH2:9][CH2:10][C:11]([C:33]([NH:35][C:36]4[CH:37]=[CH:38][C:39]([CH2:42][N:43]([CH3:50])[CH:44]5[CH2:45][CH2:46][O:47][CH2:48][CH2:49]5)=[CH:40][CH:41]=4)=[O:34])=[CH:12][C:13]=3[CH:18]=2)=[CH:20][CH:21]=1)[CH2:30][CH2:31][CH3:32]. Yield: 53.4%. The product is C(CCC)OCCOC1=CC=C(C=C1)C=1C=CC2=C(C=C(CCN2C2=CN=C(O2)C)C(=O)NC2=CC=C(C=C2)CN(C2CCOCC2)C)C1 (7-[4-(2-butoxyethoxy)phenyl]-1-(2-methyloxazol-5-yl)-N-[4-[[N-methyl-N-(tetrahydro-2H-pyran-4-yl)amino]methyl]phenyl]-2,3-dihydro-1H-1-benzazepine-4-carboxamide). Run in P(=O)(Cl)(Cl)Cl (phosphorus oxychloride). Reaction conditions: temperature 50 celsius, time 2 hour. Procedure details: In phosphorus oxychloride (25 ml) was dissolved 1-(N-acetylglycyl)-7-[4-(2-butoxyethoxy)phenyl]-N-[4-[[N-methyl-N-(tetrahydro-2H-pyran-4-yl)amino]methyl]phenyl]-2,3-dihydro-1H-1-benzazepine-4-carboxamide (0.5 g). The solution was heated to stir at room temperature for 7 hours and at 50° C. for 2 hours, and the solvent was evaporated. To the residue was added sodium hydrogen carbonate solution, and the mixture was extracted with ethyl acetate. The organic layer was washed with water and saturated... The reactants are C(C)(=O)NCC(=O)N1CCC(=CC2=C1C=CC(=C2)C2=CC=C(C=C2)OCCOCCCC)C(=O)NC2=CC=C(C=C2)CN(C2CCOCC2)C (1-(N-acetylglycyl)-7-[4-(2-butoxyethoxy)phenyl]-N-[4-[[N-methyl-N-(tetrahydro-2H-pyran-4-yl)amino]methyl]phenyl]-2,3-dihydro-1H-1-benzazepine-4-carboxamide).